Dataset: the Open Reaction Database (ORD), a public repository of structured organic reaction records. Task: describe an organic reaction: reactants, conditions, products, and yield Reactants: CC(=O)O[BH-](OC(C)=O)OC(C)=O, O=C([O-])O, ClCCl, CC(=O)O, CN1CCCC1=O, O=CC1CC1, O=C1NC(=O)c2ccc(I)cc2C1=CNc1ccc(N2CCNCC2)cc1, [Na+], [Na+]. The product is O=C1NC(=O)c2ccc(I)cc2C1=CNc1ccc(N2CCN(CC3CC3)CC2)cc1. Reaction SMILES: [C:28]([O:29][BH-:30]([O:31][C:32](=[O:33])[CH3:34])[O:35][C:36](=[O:37])[CH3:38])(=[O:39])[CH3:40].[C:51](=[O:52])([OH:53])[O-:54].[CH2:63]([Cl:64])[Cl:65].[CH3:47][C:48](=[O:49])[OH:50].[CH3:56][N:57]1[CH2:58][CH2:59][CH2:60][C:61]1=[O:62].[CH:42]1([CH:45]=[O:46])[CH2:43][CH2:44]1.[I:1][c:2]1[cH:3][c:4]2[c:9]([cH:10][cH:11]1)[C:8](=[O:12])[NH:7][C:6](=[O:13])[C:5]2=[CH:14][NH:15][c:16]1[cH:17][cH:18][c:19]([N:22]2[CH2:23][CH2:24][NH:25][CH2:26][CH2:27]2)[cH:20][cH:21]1.[Na+:41].[Na+:55]>>[I:1][c:2]1[cH:3][c:4]2[c:9]([cH:10][cH:11]1)[C:8](=[O:12])[NH:7][C:6](=[O:13])[C:5]2=[CH:14][NH:15][c:16]1[cH:17][cH:18][c:19]([N:22]2[CH2:23][CH2:24][N:25]([CH2:45][CH:42]3[CH2:43][CH2:44]3)[CH2:26][CH2:27]2)[cH:20][cH:21]1.